From a dataset of the Open Reaction Database (ORD), a public repository of structured organic reaction records. describe an organic reaction: reactants, conditions, products, and yield Run at temperature 60 celsius, time 3 hour. Yield: 99.0%. Reported procedure: Maleic anhydride (68.6 parts) and 70 parts of toluene were introduced into a pressure autoclave, and melted at 55° C. Then, 0.162 part of hydroquinone was added, and 130.9 parts (corresponding to 1.1 moles of trans-1,3-pentadiene per mole of maleic anhydride) of crude trans-1,3-pentadiene composed of 40 % of trans-1,3-pentadiene, 20 % of cis-1,3-pentadiene and 40 % of pentanes was continuously added over 6 hours at 50° C. The temperature was then raised to 60° C., and the reaction was carried ou... Starting materials: C1(O)=CC=C(O)C=C1 (hydroquinone), C=C\C=C\C (trans-1,3-pentadiene), C=C\C=C/C (cis-1,3-pentadiene), C1(\C=C/C(=O)O1)=O (Maleic anhydride), C=C\C=C\C (trans-1,3-pentadiene), pentanes. Yields the product CC1C2C(C(=O)OC2=O)C=CC1 (3-methyltetrahydrophthalic anhydride). Reaction SMILES: [C:1]1(=[O:7])[O:6][C:4](=[O:5])[CH:3]=[CH:2]1.[C:8]1([CH:15]=C[C:12](O)=[CH:11][CH:10]=1)O.C=C/C=C/C.C=C/C=C\C>C1(C)C=CC=CC=1>[CH3:12][CH:11]1[CH2:10][CH:8]=[CH:15][CH:2]2[C:1]([O:6][C:4](=[O:5])[CH:3]12)=[O:7]. Run in C1(=CC=CC=C1)C (toluene). Reactants: COc1cc(-c2cnc3c(n2)c(C(=O)C(C)(C)CC#N)cn3[Si](C(C)C)(C(C)C)C(C)C)cc(OC)c1OC, ClCCl, O=C(O)C(F)(F)F. Product: COc1cc(-c2cnc3[nH]cc(C(=O)C(C)(C)CC#N)c3n2)cc(OC)c1OC. RXN SMILES: [CH3:1][C:2]([CH2:3][C:4]#[N:5])([C:6]([c:7]1[cH:8][n:9]([Si:28]([CH:29]([CH3:30])[CH3:31])([CH:32]([CH3:33])[CH3:34])[CH:35]([CH3:36])[CH3:37])[c:10]2[n:11][cH:12][c:13](-[c:16]3[cH:17][c:18]([O:26][CH3:27])[c:19]([O:24][CH3:25])[c:20]([O:22][CH3:23])[cH:21]3)[n:14][c:15]12)=[O:38])[CH3:39].[Cl:47][CH2:48][Cl:49].[OH:40][C:41]([C:42]([F:43])([F:44])[F:45])=[O:46]>>[CH3:1][C:2]([CH2:3][C:4]#[N:5])([C:6]([c:7]1[cH:8][nH:9][c:10]2[n:11][cH:12][c:13](-[c:16]3[cH:17][c:18]([O:26][CH3:27])[c:19]([O:24][CH3:25])[c:20]([O:22][CH3:23])[cH:21]3)[n:14][c:15]12)=[O:38])[CH3:39].